This data is from the Open Reaction Database (ORD), a public repository of structured organic reaction records. The task is: describe an organic reaction: reactants, conditions, products, and yield The reactants are OC=1C=C(C=CC1)NC(=O)N (1-(3-Hydroxyphenyl)urea), B(C=1C=CC(=CC1)C)(O)O (p-tolylboronic acid), N1=CC=CC=C1 (pyridine). Reagents/catalysts: CC(=O)[O-].CC(=O)[O-].[Cu+2] (Cu(OAc)2). Run in C1CCOC1 (THF). Conditions: time 8 hour. The product is C1(=CC=C(C=C1)OC=1C=C(C=CC1)NC(=O)N)C (1-(3-(p-tolyloxy)phenyl)urea). Reaction SMILES: [OH:1][C:2]1[CH:3]=[C:4]([NH:8][C:9]([NH2:11])=[O:10])[CH:5]=[CH:6][CH:7]=1.B(O)(O)[C:13]1[CH:14]=[CH:15][C:16]([CH3:19])=[CH:17][CH:18]=1.N1C=CC=CC=1>C1COCC1.CC([O-])=O.CC([O-])=O.[Cu+2]>[C:16]1([CH3:19])[CH:17]=[CH:18][C:13]([O:1][C:2]2[CH:3]=[C:4]([NH:8][C:9]([NH2:11])=[O:10])[CH:5]=[CH:6][CH:7]=2)=[CH:14][CH:15]=1 |f:4.5.6|. Procedure details: 1-(3-Hydroxyphenyl)urea (2.00 g), p-tolylboronic acid (3.57 g), and Cu(OAc)2 (2.63 g) were dissolved in 150 mL of THF, and 5.32 mL of pyridine was added. The reaction was stirred at room temperature overnight, then filtered through Celite with the aid of 200 mL EtOAc. The filtrate was washed with water, 0.2N CuSO4, 0.5N NaOH, and brine, and dried over Na2SO4 The solution was concentrated to a solid that was taken up in 200 mL of dichloromethane and stirred at room temperature for about 1 hour, a...